describe an organic reaction: reactants, conditions, products, and yield From a dataset of the Open Reaction Database (ORD), a public repository of structured organic reaction records. The reactants are C1(=CC=CC=C1)CCCCCC(=O)N1CC2=C(CC1)C=C(O2)C(=O)OC (methyl 6-(6-phenylhexanoyl)-4,5,6,7-tetrahydrofuro[2,3-c]pyridine-2-carboxylate), Cl (hydrochloric acid). Run in O1CCCC1 (tetrahydrofuran), [OH-].[Na+] (sodium hydroxide). Reaction conditions: time 1 day. Yields the product C1(=CC=CC=C1)CCCCCC(=O)N1CC2=C(CC1)C=C(O2)C(=O)O (6-(6-phenylhexanoyl)-4,5,6,7-tetrahydrofuro[2,3-c]pyridine-2-carboxylic acid). As a reaction SMILES: [C:1]1([CH2:7][CH2:8][CH2:9][CH2:10][CH2:11][C:12]([N:14]2[CH2:19][CH2:18][C:17]3[CH:20]=[C:21]([C:23]([O:25]C)=[O:24])[O:22][C:16]=3[CH2:15]2)=[O:13])[CH:6]=[CH:5][CH:4]=[CH:3][CH:2]=1.Cl>O1CCCC1.[OH-].[Na+]>[C:1]1([CH2:7][CH2:8][CH2:9][CH2:10][CH2:11][C:12]([N:14]2[CH2:19][CH2:18][C:17]3[CH:20]=[C:21]([C:23]([OH:25])=[O:24])[O:22][C:16]=3[CH2:15]2)=[O:13])[CH:6]=[CH:5][CH:4]=[CH:3][CH:2]=1 |f:3.4|. Procedure details: To a solution of 0.147 g (0.414 mmol) of methyl 6-(6-phenylhexanoyl)-4,5,6,7-tetrahydrofuro[2,3-c]pyridine-2-carboxylate in 10 ml of tetrahydrofuran, 1 ml of 1 N aqueous sodium hydroxide was added, followed by stirring at room temperature for 1 day. The reaction mixture was acidified with 10 ml of 1 N hydrochloric acid and extracted with diethyl ether 3 times. The combined organic layer was dried over anhydrous magnesium sulfate; the solvent was distilled off under reduced pressure to yield the ... The reactants are N1N=CC=C1 (1H-pyrazole), [H-].[Na+] (sodium hydride), BrC=1C=C(C2=C(C1)C=1CN(CCC1O2)C(=O)OC(C)(C)C)COS(=O)(=O)C (tert-butyl 8-bromo-6-((methylsulfonyloxy)methyl)-3,4-dihydrobenzofuro[3,2-c]pyridine-2(1H)-carboxylate). Run in O1CCCC1 (tetrahydrofuran). Product: N1(N=CC=C1)CC1=CC(=CC2=C1OC1=C2CN(CC1)C(=O)OC(C)(C)C)Br (tert-butyl 6-((1H-pyrazol-1-yl)methyl)-8-bromo-3,4-dihydrobenzofuro[3,2-c]pyridine-2(1H)-carboxylate). Isolated yield 35.6%. Reaction SMILES: [NH:1]1[CH:5]=[CH:4][CH:3]=[N:2]1.[H-].[Na+].[Br:8][C:9]1[CH:10]=[C:11]([CH2:29]OS(C)(=O)=O)[C:12]2[O:21][C:20]3[CH2:19][CH2:18][N:17]([C:22]([O:24][C:25]([CH3:28])([CH3:27])[CH3:26])=[O:23])[CH2:16][C:15]=3[C:13]=2[CH:14]=1>O1CCCC1>[N:1]1([CH2:29][C:11]2[C:12]3[O:21][C:20]4[CH2:19][CH2:18][N:17]([C:22]([O:24][C:25]([CH3:27])([CH3:26])[CH3:28])=[O:23])[CH2:16][C:15]=4[C:13]=3[CH:14]=[C:9]([Br:8])[CH:10]=2)[CH:5]=[CH:4][CH:3]=[N:2]1 |f:1.2|. Procedure details: To a solution of 1H-pyrazole (20 mg, 0.52 mmol) in tetrahydrofuran (3 mL) at 0° C. was added sodium hydride (60% dispersion in oil, 26 mg, 0.39 mmol). After stirring the mixture for 1 h the product of step A (120 mg, 0.26 mmol) was added and the reaction warmed to ambient temperature over 2 h. The reaction mixture was quenched with 5% sodium bicarbonate solution and then extracted with ethyl acetate (3×20 mL). The combined organic layer was washed with brine, dried over sodium sulfate, filtered,...